Dataset: the Open Reaction Database (ORD), a public repository of structured organic reaction records. Task: describe an organic reaction: reactants, conditions, products, and yield The reactants are [N+](=O)([O-])C1=C(SC=C1)C1=CC=C(C=C1)Cl (3-nitro-2-(4-chlorophenyl)thiophene), [N+](=O)([O-])C1=C(SC=C1)C1=CC=C(C=C1)C(F)(F)F (3-nitro-2-(4-trifluoromethylphenyl)thiophene). Product: NC1=C(SC=C1)C1=CC=C(C=C1)C(F)(F)F (3-amino-2-(4-trifluoromethylphenyl)thiophene). The yield is 70.0%. As a reaction SMILES: [N+](C1C=CSC=1C1C=CC(Cl)=CC=1)([O-])=O.[N+:16]([C:19]1[CH:23]=[CH:22][S:21][C:20]=1[C:24]1[CH:29]=[CH:28][C:27]([C:30]([F:33])([F:32])[F:31])=[CH:26][CH:25]=1)([O-])=O>>[NH2:16][C:19]1[CH:23]=[CH:22][S:21][C:20]=1[C:24]1[CH:25]=[CH:26][C:27]([C:30]([F:33])([F:31])[F:32])=[CH:28][CH:29]=1. Procedure: The same procedures as described in Example 3 were carried out except that 3-nitro-2-(4-chlorophenyl)thiophene was replaced by 3-nitro-2-(4-trifluoromethylphenyl)thiophene. The yield was 70%. 1 H-NMR(CDCl3, δ value):4.00(2H, brs), 6.67(1H, d, J=5.1), 7.18(1H, d, J=5.1), 7.64(1H, s) Reactants: C(C)(C)C=1C=C(OC2=C(C3=C(C(=CO3)CC(=O)OCC)C=C2C)C)C=CC1OC (ethyl 2-[6-(3-isopropyl-4-methoxyphenoxy)-5,7-dimethyl-1-benzofuran-3-yl]acetate), [Cl-].[Cl-].[Cl-].[Al+3] (aluminum trichloride), C(C)S (ethanethiol). The solvent is ClCCl (dichloromethane). Run at time 6 hour. The product is OC1=C(C=C(OC2=C(C3=C(C(=CO3)CC(=O)OCC)C=C2C)C)C=C1)C(C)C (ethyl 2-[6-(4-hydroxy-3-isopropylphenoxy)-5,7-dimethyl-1-benzofuran-3-yl]acetate). Yield: 69.7%. Reaction SMILES: [CH:1]([C:4]1[CH:5]=[C:6]([CH:25]=[CH:26][C:27]=1[O:28]C)[O:7][C:8]1[C:22]([CH3:23])=[CH:21][C:11]2[C:12]([CH2:15][C:16]([O:18][CH2:19][CH3:20])=[O:17])=[CH:13][O:14][C:10]=2[C:9]=1[CH3:24])([CH3:3])[CH3:2].[Cl-].[Cl-].[Cl-].[Al+3].C(S)C>ClCCl>[OH:28][C:27]1[CH:26]=[CH:25][C:6]([O:7][C:8]2[C:22]([CH3:23])=[CH:21][C:11]3[C:12]([CH2:15][C:16]([O:18][CH2:19][CH3:20])=[O:17])=[CH:13][O:14][C:10]=3[C:9]=2[CH3:24])=[CH:5][C:4]=1[CH:1]([CH3:2])[CH3:3] |f:1.2.3.4|. Procedure details: 34 mg (0.09 mmol) of ethyl 2-[6-(3-isopropyl-4-methoxyphenoxy)-5,7-dimethyl-1-benzofuran-3-yl]acetate in 3 ml of dichloromethane are added, at 0° C., to 34 mg (0.26 mmol) of aluminum trichloride and 83 mg (1.3 mmol) of ethanethiol. The mixture is stirred at room temperature for 6 hours, concentrated in vacuo and purified chromatographically (toluene/ethyl acetate). 24 mg (73%) of ethyl 2-[6-(4-hydroxy-3-isopropylphenoxy)-5,7-dimethyl-1-benzofuran-3-yl]acetate are obtained. Starting materials: C1=CC=CC=2CC3=CC=CC=C3C(C12)=O (anthrone), Cl (hydrochloric acid), BrC1=CC=C(C2=CC=CC=C12)C1=CC=CC2=CC=CC=C12 (4-bromo-1,1′-binaphthyl), [Mg] (magnesium). Solvent: O1CCCC1 (tetrahydrofuran), C(C)OCC (diethylether). Product: C1=CC=CC2=CC3=CC=CC=C3C(=C12)C1=CC=C(C2=CC=CC=C12)C1=CC=CC2=CC=CC=C12 (1-(9-anthryl)-4-(1-naphthyl)-naphthalene). As a reaction SMILES: Br[C:2]1[C:11]2[C:6](=[CH:7][CH:8]=[CH:9][CH:10]=2)[C:5]([C:12]2[C:21]3[C:16](=[CH:17][CH:18]=[CH:19][CH:20]=3)[CH:15]=[CH:14][CH:13]=2)=[CH:4][CH:3]=1.[Mg].[CH:23]1[C:36]2[C:35](=O)[C:34]3[C:29](=[CH:30][CH:31]=[CH:32][CH:33]=3)[CH2:28][C:27]=2[CH:26]=[CH:25][CH:24]=1.Cl>C(OCC)C.O1CCCC1>[CH:23]1[C:36]2[C:27](=[CH:28][C:29]3[C:34]([C:35]=2[C:15]2[C:16]4[C:21](=[CH:20][CH:19]=[CH:18][CH:17]=4)[C:12]([C:5]4[C:6]5[C:11](=[CH:10][CH:9]=[CH:8][CH:7]=5)[CH:2]=[CH:3][CH:4]=4)=[CH:13][CH:14]=2)=[CH:33][CH:32]=[CH:31][CH:30]=3)[CH:26]=[CH:25][CH:24]=1. Procedure: 4-bromo-1,1′-binaphthyl and magnesium were refluxed in diethylether for one hour, which was then added to a solution of anthrone in tetrahydrofuran. The resulting mixture was heated for two hours, which was then poured into diluted hydrochloric acid. After being extracted by diethylether, organic layer was separated and dried over magnesium sulfate. It was purified according to conventional method, whereby 1-(9-anthryl)-4-(1-naphthyl)-naphthalene was obtained. This was dissolved in chloroform to...